Dataset: the Open Reaction Database (ORD), a public repository of structured organic reaction records. Task: describe an organic reaction: reactants, conditions, products, and yield The reactants are N1CC(CCC1)C(=O)O (piperidine-3-carboxylic acid), [OH-].[Na+] (sodium hydroxide), Cl (hydrochloric acid), C(C1=CC=CC=C1)OC(=O)Cl (benzyloxycarbonyl chloride). The yield is 83.6%. Reported procedure: To the solution of piperidine-3-carboxylic acid (1.3 g, 10 mmol) in water (20 mL) was added sodium hydroxide (1.6 g, 40 mmol). Then benzyloxycarbonyl chloride (2.02 g, 12 mmol) was added dropwise at 0° C. The mixture was stirred at 0° C. for 2 h. The resulting mixture was treated with 5N hydrochloric acid to pH=6 and extracted with ethyl acetate, the solvent was removed under reduced pressure and dried in vacuum. 2.2 g of solid of 1-(benzyloxycarbonyl)piperidine-3-carboxylic acid was obtained. L... Yields the product C(C1=CC=CC=C1)OC(=O)N1CC(CCC1)C(=O)O (1-(benzyloxycarbonyl)piperidine-3-carboxylic acid). Reaction SMILES: [NH:1]1[CH2:6][CH2:5][CH2:4][CH:3]([C:7]([OH:9])=[O:8])[CH2:2]1.[OH-].[Na+].[CH2:12]([O:19][C:20](Cl)=[O:21])[C:13]1[CH:18]=[CH:17][CH:16]=[CH:15][CH:14]=1.Cl>O>[CH2:12]([O:19][C:20]([N:1]1[CH2:6][CH2:5][CH2:4][CH:3]([C:7]([OH:9])=[O:8])[CH2:2]1)=[O:21])[C:13]1[CH:18]=[CH:17][CH:16]=[CH:15][CH:14]=1 |f:1.2|. Run in O (water). Conditions: temperature 0 celsius, time 2 hour. Starting materials: C(C)(=O)O[C@@H]1CC2=CC[C@H]3[C@@H]4CC[C@@H]([C@@]4(C=O)CC[C@@H]3[C@]2(CC1)C)OC(C)=O (3β,17β-diacetoxy-androst-5-en-18-al), Wittig reagent, [Cl-].ClC[P+](C1=CC=CC=C1)(C1=CC=CC=C1)C1=CC=CC=C1 (chloromethyl-triphenyl-phosphonium chloride), N1CCCCC1 (piperidine), solution, C(CCC)[Li] (butyl-lithium). The solvent is O1CCCC1 (tetrahydrofurane), CCCCCC (hexane), O1CCCC1 (tetrahydrofurane). The product is C(C)(=O)O[C@@H]1CC2=CC[C@@H]3[C@H](CC[C@@]4([C@H](CC[C@@H]34)OC(C)=O)C=CCl)[C@]2(CC1)C (3β,17β-diacetoxy-13-(2-chlorovinyl)-10-methyl-gon-5-ene). RXN SMILES: [C:1]([O:4][C@H:5]1[CH2:23][CH2:22][C@@:21]2([CH3:24])[C:7](=[CH:8][CH2:9][C@@H:10]3[C@@H:20]2[CH2:19][CH2:18][C@@:15]2([CH:16]=O)[C@H:11]3[CH2:12][CH2:13][C@@H:14]2[O:25][C:26](=[O:28])[CH3:27])[CH2:6]1)(=[O:3])[CH3:2].[Cl-].[Cl:30][CH2:31][P+](C1C=CC=CC=1)(C1C=CC=CC=1)C1C=CC=CC=1.N1CCCCC1.C([Li])CCC>O1CCCC1.CCCCCC>[C:1]([O:4][C@H:5]1[CH2:23][CH2:22][C@@:21]2([CH3:24])[C:7](=[CH:8][CH2:9][C@H:10]3[C@H:11]4[C@@:15]([CH:16]=[CH:31][Cl:30])([C@@H:14]([O:25][C:26](=[O:28])[CH3:27])[CH2:13][CH2:12]4)[CH2:18][CH2:19][C@@H:20]32)[CH2:6]1)(=[O:3])[CH3:2] |f:1.2|. Procedure details: A solution of 2.92 g of 3β,17β-diacetoxy-androst-5-en-18-al in 30 ml of tetrahydrofurane is added dropwise to a solution of a Wittig reagent prepared from 7.83 g of chloromethyl-triphenyl-phosphonium chloride, 144 ml of tetrahydrofurane, 2.23 ml of piperidine and 11.25 ml of a 1.56 molar solution of butyl-lithium in hexane and the mixture is allowed to react for 40 minutes at room temperature and is worked up as indicated in Example 1. On purification by chromatography, as also indicated in Exam... Procedure details: A mixture of 2″-{[(4-fluorophenyl)methyl]oxy}-5-[(methyloxy)carbonyl]-5″-(trifluoromethyl)-1,1′:2′,1″-terphenyl-3-carboxylic acid (90 mg, 0.17 mmol), 4-methylmorpholine (34 mg, 45 μl, 0.34 mmol), 1-hydroxybenzotriazole hydrate (30 mg, 0.2 mmol), 1-(3-dimethylaminopropyl)-ethylcarbodiimide hydrochloride (38 mg, 0.2 mmol), and isobutylamine (25 mg, 34 ul, 0.34 mmol) in dichloromethane (3 ml) was stirred at room temperature for 2 hours. The mixture was diluted with ethyl acetate (10 ml), then washe... Conditions: time 2 hour. Reaction SMILES: [F:1][C:2]1[CH:7]=[CH:6][C:5]([CH2:8][O:9][C:10]2[CH:15]=[CH:14][C:13]([C:16]([F:19])([F:18])[F:17])=[CH:12][C:11]=2[C:20]2[C:21]([C:26]3[CH:31]=[C:30]([C:32]([O:34]C)=O)[CH:29]=[C:28]([C:36]([OH:38])=[O:37])[CH:27]=3)=[CH:22][CH:23]=[CH:24][CH:25]=2)=[CH:4][CH:3]=1.[CH3:39]N1CCOCC1.O.ON1C2C=CC=CC=2N=N1.Cl.CN(C)CCCC(N=C=N)C.[CH2:69]([NH2:73])[CH:70]([CH3:72])[CH3:71]>ClCCl.C(OCC)(=O)C>[F:1][C:2]1[CH:7]=[CH:6][C:5]([CH2:8][O:9][C:10]2[CH:15]=[CH:14][C:13]([C:16]([F:17])([F:19])[F:18])=[CH:12][C:11]=2[C:20]2[C:21]([C:26]3[CH:31]=[C:30]([C:32]([NH:73][CH2:69][CH:70]([CH3:72])[CH3:71])=[O:34])[CH:29]=[C:28]([C:36]([O:38][CH3:39])=[O:37])[CH:27]=3)=[CH:22][CH:23]=[CH:24][CH:25]=2)=[CH:4][CH:3]=1 |f:2.3,4.5|. Run in ClCCl (dichloromethane), C(C)(=O)OCC (ethyl acetate). The reactants are FC1=CC=C(C=C1)COC1=C(C=C(C=C1)C(F)(F)F)C=1C(=CC=CC1)C1=CC(=CC(=C1)C(=O)OC)C(=O)O (2″-{[(4-fluorophenyl)methyl]oxy}-5-[(methyloxy)carbonyl]-5″-(trifluoromethyl)-1,1′:2′,1″-terphenyl-3-carboxylic acid), CN1CCOCC1 (4-methylmorpholine), O.ON1N=NC2=C1C=CC=C2 (1-hydroxybenzotriazole hydrate), Cl.CN(CCCC(C)N=C=N)C (1-(3-dimethylaminopropyl)-ethylcarbodiimide hydrochloride), C(C(C)C)N (isobutylamine). The yield is 51.8%. The product is FC1=CC=C(C=C1)COC1=C(C=C(C=C1)C(F)(F)F)C=1C(=CC=CC1)C1=CC(=CC(=C1)C(=O)NCC(C)C)C(=O)OC (Methyl 2″-{[(4-fluorophenyl)methyl]oxy}-5-{[(2-methylpropyl)amino]carbonyl}-5″-(trifluoromethyl)-1,1′:2′,1″-terphenyl-3-carboxylate). Starting materials: FC1=C2C=C(NC2=CC=C1)C1=NC(=NC=C1C=C)C=1C(=CC2=C(C(=C(O2)C2=CC=C(C=C2)F)C(=O)NC)C1)N(S(=O)(=O)C)C (5-(4-(4-fluoro-1H-indol-2-yl)-5-vinylpyrimidin-2-yl)-2-(4-fluorophenyl)-N-methyl-6-(N-methylmethylsulfonamido)benzofuran-3-carboxamide), [O-]P(=O)([O-])[O-].[K+].[K+].[K+] (K3PO4). Solvent: O (water), CC(=O)N(C)C (DMAc). Conditions: temperature 90 celsius, time 8 hour. The product is FC=1C=2C=C3N(C2C=CC1)CCC1=C3N=C(N=C1)C=1C(=CC3=C(C(=C(O3)C3=CC=C(C=C3)F)C(=O)NC)C1)N(S(=O)(=O)C)C (5-(11-fluoro-5,6-dihydropyrimido[4′,5′:3,4]pyrido[1,2-a]indol-2-yl)-2-(4-fluorophenyl)-N-methyl-6-(N-methylmethylsulfonamido)benzofuran-3-carboxamide). Yield: 20.4%. As a reaction SMILES: [F:1][C:2]1[CH:10]=[CH:9][CH:8]=[C:7]2[C:3]=1[CH:4]=[C:5]([C:11]1[C:16]([CH:17]=[CH2:18])=[CH:15][N:14]=[C:13]([C:19]3[C:20]([N:39]([CH3:44])[S:40]([CH3:43])(=[O:42])=[O:41])=[CH:21][C:22]4[O:26][C:25]([C:27]5[CH:32]=[CH:31][C:30]([F:33])=[CH:29][CH:28]=5)=[C:24]([C:34]([NH:36][CH3:37])=[O:35])[C:23]=4[CH:38]=3)[N:12]=1)[NH:6]2.[O-]P([O-])([O-])=O.[K+].[K+].[K+]>CC(N(C)C)=O.O>[F:1][C:2]1[C:3]2[CH:4]=[C:5]3[C:11]4[N:12]=[C:13]([C:19]5[C:20]([N:39]([CH3:44])[S:40]([CH3:43])(=[O:42])=[O:41])=[CH:21][C:22]6[O:26][C:25]([C:27]7[CH:28]=[CH:29][C:30]([F:33])=[CH:31][CH:32]=7)=[C:24]([C:34]([NH:36][CH3:37])=[O:35])[C:23]=6[CH:38]=5)[N:14]=[CH:15][C:16]=4[CH2:17][CH2:18][N:6]3[C:7]=2[CH:8]=[CH:9][CH:10]=1 |f:1.2.3.4|. Procedure details: To a solution of 5-(4-(4-fluoro-1H-indol-2-yl)-5-vinylpyrimidin-2-yl)-2-(4-fluorophenyl)-N-methyl-6-(N-methylmethylsulfonamido)benzofuran-3-carboxamide (50 mg, 0.08 mmol) in DMAc (1 mL), K3PO4 (100 mg, 0.37 mmol) was added under N2 protection. The reaction mixture was stirred at 90° C. overnight. Then the mixture was diluted with water and extracted with EtOAc. The organic layers were washed with brine, dried over Na2SO4, and concentrated. The residue was purified by prep-HPLC to give the produc... Starting materials: ClC1=CC=C(C=C1)C=1C=C(NC1)C(=O)NC1=CC(=C(C=C1)OCCC1OCCC1)OC (4-(4-chlorophenyl)-N-(3-methoxy-4-(2-(tetrahydrofuran-2-yl)ethoxy)phenyl)-1H-pyrrole-2-carboxamide), BrCCBr (1,2-dibromoethane). Product: ClC1=CC=C(C=C1)C=1C=C2N(CCN(C2=O)C2=CC(=C(C=C2)OCCC2OCCC2)OC)C1 (7-(4-chlorophenyl)-2-(3-methoxy-4-(2-(tetrahydrofuran-2-yl)ethoxy)phenyl)-3,4-dihydropyrrolo[1,2-a]pyrazin-1(2H)-one). Reaction SMILES: [Cl:1][C:2]1[CH:7]=[CH:6][C:5]([C:8]2[CH:9]=[C:10]([C:13]([NH:15][C:16]3[CH:21]=[CH:20][C:19]([O:22][CH2:23][CH2:24][CH:25]4[CH2:29][CH2:28][CH2:27][O:26]4)=[C:18]([O:30][CH3:31])[CH:17]=3)=[O:14])[NH:11][CH:12]=2)=[CH:4][CH:3]=1.Br[CH2:33][CH2:34]Br>>[Cl:1][C:2]1[CH:7]=[CH:6][C:5]([C:8]2[CH:9]=[C:10]3[C:13](=[O:14])[N:15]([C:16]4[CH:21]=[CH:20][C:19]([O:22][CH2:23][CH2:24][CH:25]5[CH2:29][CH2:28][CH2:27][O:26]5)=[C:18]([O:30][CH3:31])[CH:17]=4)[CH2:34][CH2:33][N:11]3[CH:12]=2)=[CH:4][CH:3]=1. Reported procedure: Following the procedure described in Example 1 step D, the product of step B (120 mg) was alkylated with 1,2-dibromoethane to yield 20 mg of the title compound. MS (ESI) 467 (M+H)+. The reactants are COC=1C(=C(C(=O)NN)C=CC1)C (3-methoxy-2-methyl-benzoic acid hydrazide), C1(CCCCC1)C=O (Cyclohexanecarbaldehyde), C(C)(=O)O (acetic acid). The solvent is C(C)O (ethyl alcohol). Run at time 18 hour. The product is C1(CCCCC1)C=NNC(C1=C(C(=CC=C1)OC)C)=O (3-methoxy-2-methyl-benzoic acid cyclohexylmethylene-hydrazide), solid. The yield is 61.0%. RXN SMILES: [CH3:1][O:2][C:3]1[C:4]([CH3:13])=[C:5]([CH:10]=[CH:11][CH:12]=1)[C:6]([NH:8][NH2:9])=[O:7].[CH:14]1([CH:20]=O)[CH2:19][CH2:18][CH2:17][CH2:16][CH2:15]1.C(O)(=O)C>C(O)C>[CH:14]1([CH:20]=[N:9][NH:8][C:6](=[O:7])[C:5]2[CH:10]=[CH:11][CH:12]=[C:3]([O:2][CH3:1])[C:4]=2[CH3:13])[CH2:19][CH2:18][CH2:17][CH2:16][CH2:15]1. Reported procedure: 10.0 g (55.5 mmol) of 3-methoxy-2-methyl-benzoic acid hydrazide was dissolved in 200 mL of absolute ethyl alcohol. Cyclohexanecarbaldehyde (6.85 g, 61.0 mmol) and glacial acetic acid (3 mL) were added, and the reaction mixture was stirred for 18 h while monitoring by TLC. The precipitate was collected by filtration and washed with hexane. Product 3-methoxy-2-methyl-benzoic acid cyclohexylmethylene-hydrazide was obtained as a white solid (9.36 g, yield 61%): Rf=0.20 (3:1 EtOAc:n-Hexane); 1H NMR (... The reactants are CC=Cc1cc(C(=O)O)ccc1N1CCN(C(=O)OC(C)(C)C)CC1, CC(C)=O, CCOC(C)=O, C(=NC1CCCCC1)=NC1CCCCC1, Oc1c(F)c(F)c(F)c(F)c1F, O. Yields the product CC=Cc1cc(C(=O)Oc2c(F)c(F)c(F)c(F)c2F)ccc1N1CCN(C(=O)OC(C)(C)C)CC1. RXN SMILES: [C:1]([CH3:2])([CH3:3])([CH3:4])[O:5][C:6](=[O:7])[N:8]1[CH2:9][CH2:10][N:11]([c:14]2[c:15]([CH:23]=[CH:24][CH3:25])[cH:16][c:17]([C:18](=[O:19])[OH:20])[cH:21][cH:22]2)[CH2:12][CH2:13]1.[CH3:26][C:27](=[O:28])[CH3:29].[CH3:57][CH2:58][O:59][C:60](=[O:61])[CH3:62].[CH:42]1([N:43]=[C:44]=[N:45][CH:46]2[CH2:47][CH2:48][CH2:49][CH2:50][CH2:51]2)[CH2:52][CH2:53][CH2:54][CH2:55][CH2:56]1.[F:30][c:31]1[c:32]([F:41])[c:33]([F:40])[c:34]([F:39])[c:35]([F:38])[c:36]1[OH:37].[OH2:63]>>[C:1]([CH3:2])([CH3:3])([CH3:4])[O:5][C:6](=[O:7])[N:8]1[CH2:9][CH2:10][N:11]([c:14]2[c:15]([CH:23]=[CH:24][CH3:25])[cH:16][c:17]([C:18]([O:19][c:36]3[c:31]([F:30])[c:32]([F:41])[c:33]([F:40])[c:34]([F:39])[c:35]3[F:38])=[O:20])[cH:21][cH:22]2)[CH2:12][CH2:13]1.